This data is from the Open Reaction Database (ORD), a public repository of structured organic reaction records. The task is: describe an organic reaction: reactants, conditions, products, and yield Starting materials: N1C=NC(=C1)C=1C(=NOC1C)C1=CC=CC=C1 (4-(1H-imidazol-4-yl)-5-methyl-3-phenyl-isoxazole), ClC1=NC=CC=N1 (2-chloropyrimidine). Yields the product CC1=C(C(=NO1)C1=CC=CC=C1)C=1N=CN(C1)C1=NC=CC=N1 (2-[4-(5-Methyl-3-phenyl-isoxazol-4-yl)-imidazol-1-yl]-pyrimidine). Yield: 68.0%. As a reaction SMILES: [NH:1]1[CH:5]=[C:4]([C:6]2[C:7]([C:12]3[CH:17]=[CH:16][CH:15]=[CH:14][CH:13]=3)=[N:8][O:9][C:10]=2[CH3:11])[N:3]=[CH:2]1.Cl[C:19]1[N:24]=[CH:23][CH:22]=[CH:21][N:20]=1>>[CH3:11][C:10]1[O:9][N:8]=[C:7]([C:12]2[CH:13]=[CH:14][CH:15]=[CH:16][CH:17]=2)[C:6]=1[C:4]1[N:3]=[CH:2][N:1]([C:19]2[N:24]=[CH:23][CH:22]=[CH:21][N:20]=2)[CH:5]=1. Procedure details: As described for Example 12, 4-(1H-imidazol-4-yl)-5-methyl-3-phenyl-isoxazole (100 mg, 0.44 mmol) using 2-chloropyrimidine instead of 4-fluoroacetophenone was converted to the title compound (92 mg, 68%) which was obtained as an off-white solid. MS: m/e=304.0 [M+H]+. Reactants: COC(C1=C(C=CC(=C1)C)O)=O (2-hydroxy-5-methyl-benzoic acid methyl ester), BrCCCl (1-bromo-2-chloro-ethane), C([O-])([O-])=O.[K+].[K+] (potassium carbonate). Yields the product COC(C1=C(C=C(C=C1)OC)OCCCl)=O (2-(2-chloro-ethoxy)-4-methoxy-benzoic acid methyl ester). RXN SMILES: [CH3:1][O:2][C:3](=[O:12])[C:4]1[CH:9]=[C:8](C)[CH:7]=[CH:6][C:5]=1[OH:11].Br[CH2:14][CH2:15][Cl:16].[C:17](=O)([O-])[O-:18].[K+].[K+]>>[CH3:1][O:2][C:3](=[O:12])[C:4]1[CH:9]=[CH:8][C:7]([O:18][CH3:17])=[CH:6][C:5]=1[O:11][CH2:14][CH2:15][Cl:16] |f:2.3.4|. Procedure: This compound was prepared following the procedure described in Example 1 (part C) starting with 5 g (27.4 mmol) of 2-hydroxy-5-methyl-benzoic acid methyl ester, 9 mL (60.3 mmol) of 1-bromo-2-chloro-ethane and 5.9 g (42.8 mmol) of potassium carbonate. After the work-up and purification, 6.6 g (99% of yield) of the desired product was obtained. Starting materials: CCOC(=O)Nc1nc2ccc(C)cc2nc1OC, O=[N+]([O-])c1ccc(N2CCNCC2)cc1. The product is COc1nc2cc(C)ccc2nc1NC(=O)N1CCN(c2ccc([N+](=O)[O-])cc2)CC1. As a reaction SMILES: [CH3:1][O:2][c:3]1[c:4]([NH:14][C:15]([O:16][CH2:17][CH3:18])=[O:19])[n:5][c:6]2[cH:7][cH:8][c:9]([CH3:13])[cH:10][c:11]2[n:12]1.[N+:20](=[O:21])([O-:22])[c:23]1[cH:24][cH:25][c:26]([N:29]2[CH2:30][CH2:31][NH:32][CH2:33][CH2:34]2)[cH:27][cH:28]1>>[CH3:1][O:2][c:3]1[c:4]([NH:14][C:15](=[O:19])[N:32]2[CH2:31][CH2:30][N:29]([c:26]3[cH:25][cH:24][c:23]([N+:20](=[O:21])[O-:22])[cH:28][cH:27]3)[CH2:34][CH2:33]2)[n:5][c:6]2[cH:7][cH:8][c:9]([CH3:13])[cH:10][c:11]2[n:12]1. Starting materials: C1CCOC1, CCOC(=O)c1cc(C)cn1CC, CO, [Na+], [OH-], O. Product: CCn1cc(C)cc1C(=O)O. As a reaction SMILES: [CH2:16]1[O:17][CH2:18][CH2:19][CH2:20]1.[CH2:1]([CH3:2])[n:3]1[c:4]([C:9](=[O:10])[O:11][CH2:12][CH3:13])[cH:5][c:6]([CH3:8])[cH:7]1.[CH3:14][OH:15].[Na+:22].[OH-:21].[OH2:23]>>[CH2:1]([CH3:2])[n:3]1[c:4]([C:9](=[O:10])[OH:11])[cH:5][c:6]([CH3:8])[cH:7]1. Starting materials: [BH4-].[Na+] (sodium borohydride), ClC1=C(C=CC=C1)C(\C(=C\C=1C=NC=CC1)\C1=CC=C(C=C1)F)=O (E-1-(2-chlorophenyl)-2-(4-fluorophenyl)-3-(3-pyridyl)-2-propen-1-one). The solvent is CO (methanol). Run at time 2 hour. Yields the product ClC1=C(C=CC=C1)C(\C(=C\C=1C=NC=CC1)\C1=CC=C(C=C1)F)O (E-1-(2-chlorophenyl)-2-(4-fluorophenyl)-3-(3-pyridyl)-2-propen-1-ol). As a reaction SMILES: [BH4-].[Na+].[Cl:3][C:4]1[CH:9]=[CH:8][CH:7]=[CH:6][C:5]=1[C:10](=[O:26])/[C:11](/[C:19]1[CH:24]=[CH:23][C:22]([F:25])=[CH:21][CH:20]=1)=[CH:12]/[C:13]1[CH:14]=[N:15][CH:16]=[CH:17][CH:18]=1>CO>[Cl:3][C:4]1[CH:9]=[CH:8][CH:7]=[CH:6][C:5]=1[CH:10]([OH:26])/[C:11](/[C:19]1[CH:20]=[CH:21][C:22]([F:25])=[CH:23][CH:24]=1)=[CH:12]/[C:13]1[CH:14]=[N:15][CH:16]=[CH:17][CH:18]=1 |f:0.1|. Procedure details: 7.6 g (0.20 mol) of sodium borohydride were added a little at a time, at 0° C., to a solution of 33.75 g (0.10 mol) of the E-1-(2-chlorophenyl)-2-(4-fluorophenyl)-3-(3-pyridyl)-2-propen-1-one, prepared under 2.), in 500 ml of methanol. Stirring was carried out for 2 hours at 0° C., excess sodium borohydride was destroyed by the dropwise addition of acetic acid and the mixture was evaporated down under reduced pressure. The residue was taken up in a water/dichloromethane mixture, and the organic ...